From a dataset of the Open Reaction Database (ORD), a public repository of structured organic reaction records. describe an organic reaction: reactants, conditions, products, and yield The reactants are CC(C)(C)OC(=O)NC(C)(C(=O)O)c1ccccc1-c1ccc(F)c(Cl)c1, COc1ccc(-c2ccc(C(F)(F)F)cc2)cc1C(=O)O, Cc1noc(C(N)Cc2ccccc2-c2ccc(F)c(Cl)c2)n1, Cl. Product: COc1ccc(-c2ccc(C(F)(F)F)cc2)cc1C(=O)NC(Cc1ccccc1-c1ccc(F)c(Cl)c1)c1nc(C)no1. RXN SMILES: [C:25]([O:26][C:27]([NH:28][C:29]([c:30]1[cH:31][cH:32][cH:33][cH:34][c:35]1-[c:36]1[cH:37][cH:38][c:39]([F:40])[c:41]([Cl:42])[cH:43]1)([CH3:44])[C:45]([OH:46])=[O:47])=[O:48])([CH3:49])([CH3:50])[CH3:51].[CH3:52][O:53][c:54]1[c:55]([C:70](=[O:71])[OH:72])[cH:56][c:57](-[c:60]2[cH:61][cH:62][c:63]([C:66]([F:67])([F:68])[F:69])[cH:64][cH:65]2)[cH:58][cH:59]1.[Cl:2][c:3]1[cH:4][c:5](-[c:10]2[c:11]([CH2:16][CH:17]([c:18]3[n:19][c:20]([CH3:23])[n:21][o:22]3)[NH2:24])[cH:12][cH:13][cH:14][cH:15]2)[cH:6][cH:7][c:8]1[F:9].[ClH:1]>>[Cl:2][c:3]1[cH:4][c:5](-[c:10]2[c:11]([CH2:16][CH:17]([c:18]3[n:19][c:20]([CH3:23])[n:21][o:22]3)[NH:24][C:70]([c:55]3[c:54]([O:53][CH3:52])[cH:59][cH:58][c:57](-[c:60]4[cH:61][cH:62][c:63]([C:66]([F:67])([F:68])[F:69])[cH:64][cH:65]4)[cH:56]3)=[O:71])[cH:12][cH:13][cH:14][cH:15]2)[cH:6][cH:7][c:8]1[F:9]. Yields the product C(=O)(OC)/C=C/C1=CC=C(C=C1)CC(C)NCC(O)C=1OC2=C(C1)C=CC=C2 (N-[2-(4-[(E)-2-carbomethoxyethenyl]phenyl)-1-methylethyl]-2-(2-benzofuranyl)-2-hydroxyethanamine). Solvent: O (water). Reaction SMILES: [O:1]1[C:5]2[CH:6]=[CH:7][CH:8]=[CH:9][C:4]=2[CH:3]=[C:2]1[CH:10]([OH:13])[CH2:11][NH2:12].[C:14](/[CH:18]=[CH:19]/[C:20]1[CH:25]=[CH:24][C:23]([CH2:26][C:27](=O)[CH3:28])=[CH:22][CH:21]=1)([O:16][CH3:17])=[O:15]>O>[C:14](/[CH:18]=[CH:19]/[C:20]1[CH:21]=[CH:22][C:23]([CH2:26][CH:27]([NH:12][CH2:11][CH:10]([C:2]2[O:1][C:5]3[CH:6]=[CH:7][CH:8]=[CH:9][C:4]=3[CH:3]=2)[OH:13])[CH3:28])=[CH:24][CH:25]=1)([O:16][CH3:17])=[O:15]. Procedure: A mixture of 2-(2-benzofuranyl)-2-hydroxyethanamine (1.0 g) and 4-[(E)-2-carbomethoxyethenyl]phenyl propan-2-one (1.13 g) was heated under reflux using a Dean and Stark head until the theoretical amount of water had been removed. The solvent was evaporated, the residue dissolved in methanol (50 ml) and sodium borohydride (0.5 g) added. The solvent was evaporated, the residue partitioned between water and ethyl acetate and the organic layer dried (magnesium sulphate). Removal of the solvent gave ... Reactants: O1C(=CC2=C1C=CC=C2)C(CN)O (2-(2-benzofuranyl)-2-hydroxyethanamine), C(=O)(OC)/C=C/C1=CC=C(C=C1)CC(C)=O (4-[(E)-2-carbomethoxyethenyl]phenyl propan-2-one). Starting materials: ClC/1=C(NC(C\C1=N/OS(=O)(=O)C)C1=C(C(=C(C=C1)Cl)OC)F)C(=O)OC ((E)-methyl 3-chloro-6-(4-chloro-2-fluoro-3-methoxyphenyl)-4-(((methylsulfonyl)oxy)imino)-1,4,5,6-tetrahydropyridine-2-carboxylate), C(=O)([O-])[O-].[K+].[K+] (K2CO3), CS(=O)C (DMSO), C[S-].[Na+] (sodium thiomethoxide). The product is NC1=C(C(=NC(=C1)C1=C(C(=C(C=C1)Cl)OC)F)C(=O)OCC)SC (Ethyl 4-amino-6-(4-chloro-2-fluoro-3-methoxyphenyl)-3-(methylthio)picolinate). Isolated yield 34.0%. Reaction SMILES: Cl[C:2]1=[C:3]([C:24]([O:26][CH3:27])=[O:25])[NH:4][CH:5]([C:14]2[CH:19]=[CH:18][C:17]([Cl:20])=[C:16]([O:21][CH3:22])[C:15]=2[F:23])[CH2:6]/[C:7]/1=[N:8]\OS(C)(=O)=O.C([O-])([O-])=O.[K+].[K+].[CH3:34][S-].[Na+].[CH3:37][S:38](C)=O>>[NH2:8][C:7]1[CH:6]=[C:5]([C:14]2[CH:19]=[CH:18][C:17]([Cl:20])=[C:16]([O:21][CH3:22])[C:15]=2[F:23])[N:4]=[C:3]([C:24]([O:26][CH2:27][CH3:34])=[O:25])[C:2]=1[S:38][CH3:37] |f:1.2.3,4.5|. Procedure: To a solution of (E)-methyl 3-chloro-6-(4-chloro-2-fluoro-3-methoxyphenyl)-4-(((methylsulfonyl)oxy)imino)-1,4,5,6-tetrahydropyridine-2-carboxylate (200 mg, 0.44 mmol) in DMSO (1.4 mL) was added K2CO3 (181 mg, 1.3 mmol) followed by sodium thiomethoxide (93 mg, 1.3 mmol). After 10 min the reaction was quenched with 1 M HCl solution and then extracted with diethyl ether. The organics were washed with brine, dried with Na2SO4, filtered and purified by silica gel chromatography eluting with 30% Et2O ...